Dataset: the Open Reaction Database (ORD), a public repository of structured organic reaction records. Task: describe an organic reaction: reactants, conditions, products, and yield Yields the product COc1cc2c(c(SC)c1)CCN(C)CC2. Starting materials: COc1cc(Br)c2c(c1)CCN(C)CC2, [Li]CCCC, CSSC, Cc1ccccc1, Cl, O. RXN SMILES: [Br:1][c:2]1[cH:3][c:4]([O:14][CH3:15])[cH:5][c:6]2[c:12]1[CH2:11][CH2:10][N:9]([CH3:13])[CH2:8][CH2:7]2.[CH2:16]([Li:17])[CH2:18][CH2:19][CH3:20].[CH3:21][S:22][S:23][CH3:24].[CH3:26][c:27]1[cH:28][cH:29][cH:30][cH:31][cH:32]1.[ClH:25].[OH2:33]>>[c:2]1([S:22][CH3:21])[cH:3][c:4]([O:14][CH3:15])[cH:5][c:6]2[c:12]1[CH2:11][CH2:10][N:9]([CH3:13])[CH2:8][CH2:7]2. Starting materials: OC1(C(CC(CC1C)=O)(C)C)C#C\C(=C\CO)\C ((±)-E-4-hydroxy-4-(5-hydroxy-3-methylpent-3-en-1-ynyl)-3,3,5-trimethylcyclohexanone). Reagents/catalysts: [O-2].[O-2].[Mn+4] (manganese dioxide). Solvent: CC(=O)C (acetone). Reaction conditions: time 1.5 hour. Product: OC1(C(CC(CC1C)=O)(C)C)C#C\C(=C\C=O)\C ((±)-E-4-hydroxy-4-(5-oxo-3-methylpent-3-en-1-ynyl)-3,3,5-trimethylcyclohexanone). Yield: 0.1%. As a reaction SMILES: [OH:1][C:2]1([C:12]#[C:13]/[C:14](/[CH3:18])=[CH:15]/[CH2:16][OH:17])[CH:7]([CH3:8])[CH2:6][C:5](=[O:9])[CH2:4][C:3]1([CH3:11])[CH3:10]>[O-2].[O-2].[Mn+4].CC(C)=O>[OH:1][C:2]1([C:12]#[C:13]/[C:14](/[CH3:18])=[CH:15]/[CH:16]=[O:17])[CH:7]([CH3:8])[CH2:6][C:5](=[O:9])[CH2:4][C:3]1([CH3:10])[CH3:11] |f:1.2.3|. Reported procedure: A mixture of (±)-E-4-hydroxy-4-(5-hydroxy-3-methylpent-3-en-1-ynyl)-3,3,5-trimethylcyclohexanone (2.0 g, 8.0 mol), manganese dioxide (14 g, 160 mmol), and acetone (50 mL) were combined and strred for 1.5 h. The mixture was filtered, the solvent removed by evaporation, and the residue chromatographed over silica eluting with 75% ether and 25% hexane to afford 1.17 g (±)-E-4-hydroxy-4-(5-oxo-3-methylpent-3-en-1-ynyl)-3,3,5-trimethylcyclohexanone (58%), as an oil, that gave ir: 3600 (strong), 220 (... Product: CC(C)(C)S(=O)c1cccc(F)c1C(=O)NCCCl. Reaction SMILES: [CH3:28][OH:29].[Cl:1][CH2:2][CH2:3][NH:4][C:5]([c:6]1[c:7]([F:17])[cH:8][cH:9][cH:10][c:11]1[S:12][C:13]([CH3:14])([CH3:15])[CH3:16])=[O:18].[Na+:26].[Na+:27].[OH2:30].[S:19](=[O:20])([S:21]([O-:22])=[O:23])([O-:24])=[O:25]>>[Cl:1][CH2:2][CH2:3][NH:4][C:5]([c:6]1[c:7]([F:17])[cH:8][cH:9][cH:10][c:11]1[S:12]([C:13]([CH3:14])([CH3:15])[CH3:16])=[O:20])=[O:18]. The reactants are CO, CC(C)(C)Sc1cccc(F)c1C(=O)NCCCl, [Na+], [Na+], O, O=S([O-])S(=O)(=O)[O-]. Reactants: C([O-])([O-])=O.[K+].[K+] (potassium carbonate), S1CC(CC1)OC=1C=C(C(=O)OC)C=CC1OC (methyl 3-(tetrahydrothiophen-3-oxy)-4-methoxybenzoate). Run in O (water), CO (methanol). Conditions: time 8 hour. The product is S1CC(CC1)OC=1C=C(C(=O)O)C=CC1OC (3-(tetrahydro-thiophen-3-oxy)-4-methoxybenzoic acid). Yield: 66.2%. As a reaction SMILES: C(=O)([O-])[O-].[K+].[K+].[S:7]1[CH2:11][CH2:10][CH:9]([O:12][C:13]2[CH:14]=[C:15]([CH:20]=[CH:21][C:22]=2[O:23][CH3:24])[C:16]([O:18]C)=[O:17])[CH2:8]1>O.CO>[S:7]1[CH2:11][CH2:10][CH:9]([O:12][C:13]2[CH:14]=[C:15]([CH:20]=[CH:21][C:22]=2[O:23][CH3:24])[C:16]([OH:18])=[O:17])[CH2:8]1 |f:0.1.2|. Reported procedure: A solution of potassium carbonate (7.4 g) in water (72 mL) is added, dropwise, to a stirred solution of methyl 3-(tetrahydrothiophen-3-oxy)-4-methoxybenzoate (11.8 g) in methanol (200 mL) at room temperature. After the addition is complete, the solution is stirred and heated at 60°-70° C. for 5 hours and allowed to stand at room temperature overnight. The solution is evaporated, the residue is dissolved in water, acidified with glacial acetic acid and the precipitate formed is collected and drie... Reactants: CCOC(C)=O, [Na+], O=C([O-])O, C1COCCO1, O=P(Cl)(Cl)Cl, O=c1ccc2ccccc2[nH]1. Product: c1ccc2ncccc2c1. RXN SMILES: [CH3:28][CH2:29][O:30][C:31]([CH3:32])=[O:33].[Na+:27].[O-:23][C:24]([OH:25])=[O:26].[O:12]1[CH2:13][CH2:14][O:15][CH2:16][CH2:17]1.[P:18]([Cl:19])([Cl:20])([Cl:21])=[O:22].[nH:1]1[c:2](=[O:11])[cH:3][cH:4][c:5]2[cH:6][cH:7][cH:8][cH:9][c:10]12>>[n:1]1[cH:2][cH:3][cH:4][c:5]2[cH:6][cH:7][cH:8][cH:9][c:10]12. The reactants are CCOC1OC(=O)C=C1NC(=O)C1CCCN1C(=O)OC(C)(C)C, Cc1ccccc1, [H][H], N#N, O=S(=O)([O-])C(F)(F)F. Product: CCOC1OC(=O)CC1NC(=O)C1CCCN1C(=O)OC(C)(C)C. Reaction SMILES: [C:1]([CH3:2])([CH3:3])([CH3:4])[O:5][C:6](=[O:7])[N:8]1[CH:9]([C:13]([NH:14][C:15]2=[CH:19][C:18](=[O:20])[O:17][CH:16]2[O:21][CH2:22][CH3:23])=[O:24])[CH2:10][CH2:11][CH2:12]1.[CH3:37][c:38]1[cH:39][cH:40][cH:41][cH:42][cH:43]1.[H:35][H:36].[N:25]#[N:26].[O-:27][S:28]([C:29]([F:30])([F:31])[F:32])(=[O:33])=[O:34]>>[C:1]([CH3:2])([CH3:3])([CH3:4])[O:5][C:6](=[O:7])[N:8]1[CH:9]([C:13]([NH:14][CH:15]2[CH:16]([O:21][CH2:22][CH3:23])[O:17][C:18](=[O:20])[CH2:19]2)=[O:24])[CH2:10][CH2:11][CH2:12]1.